Dataset: the Open Reaction Database (ORD), a public repository of structured organic reaction records. Task: describe an organic reaction: reactants, conditions, products, and yield As a reaction SMILES: [Br:1][CH2:2][CH:3]1[CH2:4][N:5]([C:9](=[O:10])[O:11][C:12]([CH3:13])([CH3:14])[CH3:15])[CH2:6][CH:7]1[OH:8].[CH3:56][c:57]1[cH:58][cH:59][cH:60][cH:61][cH:62]1.[F:27][C:28]([F:29])([S:30]([F:31])(=[O:32])=[O:33])[C:34]([F:35])([F:36])[C:37]([F:38])([F:39])[C:40]([F:41])([F:42])[C:43]([F:44])([F:45])[C:46]([F:47])([F:48])[C:49]([F:50])([F:51])[C:52]([F:53])([F:54])[F:55].[N:16]12[CH2:17][CH2:18][CH2:19][N:20]=[C:21]1[CH2:22][CH2:23][CH2:24][CH2:25][CH2:26]2>>[Br:1][CH2:2][CH:3]1[CH2:4][N:5]([C:9](=[O:10])[O:11][C:12]([CH3:13])([CH3:14])[CH3:15])[CH2:6][CH:7]1[F:27]. The reactants are CC(C)(C)OC(=O)N1CC(O)C(CBr)C1, Cc1ccccc1, O=S(=O)(F)C(F)(F)C(F)(F)C(F)(F)C(F)(F)C(F)(F)C(F)(F)C(F)(F)C(F)(F)F, C1CCC2=NCCCN2CC1. Yields the product CC(C)(C)OC(=O)N1CC(F)C(CBr)C1. Starting materials: C(C)(C)(C)NC=1C(=NC2=CC=CC(=C2N1)C1=CC=2C(NCCC2N1)=O)Cl (2-(3-(tert-butylamino)-2-chloroquinoxalin-5-yl)-6,7-dihydro-1H-pyrrolo[3,2-c]pyridin-4(5H)-one), N1CCC1 (azetidine), CCN(C(C)C)C(C)C (DIEA). Run in CS(=O)C (DMSO). Yields the product N1(CCC1)C1=NC2=CC=CC(=C2N=C1NC(C)(C)C)C1=CC=2C(NCCC2N1)=O (2-(2-(1-azetidinyl)-3-(tert-butylamino)-5-quinoxalinyl)-1,5,6,7-tetrahydro-4H-pyrrolo[3,2-c]pyridin-4-one). Yield: 60.7%. Reaction SMILES: [C:1]([NH:5][C:6]1[C:7](Cl)=[N:8][C:9]2[C:14]([N:15]=1)=[C:13]([C:16]1[NH:24][C:23]3[CH2:22][CH2:21][NH:20][C:19](=[O:25])[C:18]=3[CH:17]=1)[CH:12]=[CH:11][CH:10]=2)([CH3:4])([CH3:3])[CH3:2].[NH:27]1[CH2:30][CH2:29][CH2:28]1.CCN(C(C)C)C(C)C>CS(C)=O>[N:27]1([C:7]2[C:6]([NH:5][C:1]([CH3:4])([CH3:3])[CH3:2])=[N:15][C:14]3[C:9](=[CH:10][CH:11]=[CH:12][C:13]=3[C:16]3[NH:24][C:23]4[CH2:22][CH2:21][NH:20][C:19](=[O:25])[C:18]=4[CH:17]=3)[N:8]=2)[CH2:30][CH2:29][CH2:28]1. Reported procedure: This compound (18 mg, 61% yield) as a yellow solid was prepared according to the procedures described for Example 346, using 2-(3-(tert-butylamino)-2-chloroquinoxalin-5-yl)-6,7-dihydro-1H-pyrrolo[3,2-c]pyridin-4(5H)-one (345) (28 mg, 0.076 mmol), azetidine (25.5 pt, 0.37 mmol, Matrix Scientific, Columbia, S.C.), and DIEA (26.4 μL, 0.15 mmol) in DMSO (0.75 mL) at 50° C. for 1 h. 1H NMR (400 MHz, DMSO-d6) δ ppm 1.53 (s, 9H) 2.30 (quin, J=7.58 Hz, 2H) 2.85 (t, J=6.85 Hz, 2H) 3.43 (td, J=6.85, 2.35 ... The reactants are Cl (hydrochloric acid), C(C)(=O)C1CCOCC1 (4-acetyltetrahydropyran), C(OC)(OC)=O (dimethyl carbonate), C[O-].[Na+] (sodium methoxide). Solvent: O (water), C1(=CC=CC=C1)C (toluene). Run at temperature 7.5 celsius. Product: O1CCC(CC1)C(CC(=O)OC)=O (methyl 3-(4-tetrahydropyranyl)-3-oxopropanoate). The yield is 80.5%. RXN SMILES: [C:1]([CH:4]1[CH2:9][CH2:8][O:7][CH2:6][CH2:5]1)(=[O:3])[CH3:2].[C:10](=O)([O:13]C)[O:11][CH3:12].C[O-].[Na+].Cl>O.C1(C)C=CC=CC=1>[O:7]1[CH2:8][CH2:9][CH:4]([C:1](=[O:3])[CH2:2][C:10]([O:11][CH3:12])=[O:13])[CH2:5][CH2:6]1 |f:2.3|. Procedure: In a flask made of glass having an inner volume of 500 ml and equipped with a stirring device, a thermometer, a dropping funnel and a distillation device were charged 35.0 g (273 mmol) of 4-acetyltetrahydropyran synthesized in the same manner as in Reference example 2, 280.0 g (3.1 mol) of dimethyl carbonate and 16.3 g (302 mmol) of sodium methoxide, and the mixture was reacted at 80 to 85° C. for 2 hours with distilling by-producing methanol off. After completion of the reaction, the reaction m... The reactants are Cc1ccccc1, O=CO, COc1ccc2c(c1)CCN(CCc1ccc(N)cc1)C2C. Yields the product COc1ccc2c(c1)CCN(CCc1ccc(NC=O)cc1)C2C. RXN SMILES: [CH3:26][c:27]1[cH:28][cH:29][cH:30][cH:31][cH:32]1.[CH:23](=[O:24])[OH:25].[NH2:1][c:2]1[cH:3][cH:4][c:5]([CH2:6][CH2:7][N:8]2[CH:9]([CH3:20])[c:10]3[cH:11][cH:12][c:13]([O:18][CH3:19])[cH:14][c:15]3[CH2:16][CH2:17]2)[cH:21][cH:22]1>>[NH:1]([c:2]1[cH:3][cH:4][c:5]([CH2:6][CH2:7][N:8]2[CH:9]([CH3:20])[c:10]3[cH:11][cH:12][c:13]([O:18][CH3:19])[cH:14][c:15]3[CH2:16][CH2:17]2)[cH:21][cH:22]1)[CH:23]=[O:24].